Dataset: the Open Reaction Database (ORD), a public repository of structured organic reaction records. Task: describe an organic reaction: reactants, conditions, products, and yield Starting materials: ClC1=C(C=CC(=C1)Cl)C1C(=C(NC=2N1C=C(N2)C(=O)OCC)C)C(=O)OC(C)(C)C (6-tert-butyl 2-ethyl 5-(2,4-dichlorophenyl)-7-methyl-5,8-dihydroimidazo[1,2-a]pyrimidine-2,6-dicarboxylate), [O-][Mn](=O)(=O)=O.[K+] (KMnO4). The solvent is CC(=O)C (acetone). Reaction conditions: time 1 hour. The product is ClC1=C(C=CC(=C1)Cl)C1=C(C(=NC=2N1C=C(N2)C(=O)OCC)C)C(=O)OC(C)(C)C (6-tert-butyl 2-ethyl 5-(2,4-dichlorophenyl)-7-methylimidazo[1,2-a]pyrimidine-2,6-dicarboxylate). Isolated yield 56.6%. RXN SMILES: [Cl:1][C:2]1[CH:7]=[C:6]([Cl:8])[CH:5]=[CH:4][C:3]=1[CH:9]1[N:14]2[CH:15]=[C:16]([C:18]([O:20][CH2:21][CH3:22])=[O:19])[N:17]=[C:13]2[NH:12][C:11]([CH3:23])=[C:10]1[C:24]([O:26][C:27]([CH3:30])([CH3:29])[CH3:28])=[O:25].[O-][Mn](=O)(=O)=O.[K+]>CC(C)=O>[Cl:1][C:2]1[CH:7]=[C:6]([Cl:8])[CH:5]=[CH:4][C:3]=1[C:9]1[N:14]2[CH:15]=[C:16]([C:18]([O:20][CH2:21][CH3:22])=[O:19])[N:17]=[C:13]2[N:12]=[C:11]([CH3:23])[C:10]=1[C:24]([O:26][C:27]([CH3:28])([CH3:30])[CH3:29])=[O:25] |f:1.2|. Reported procedure: To a stirred solution of 6-tert-butyl 2-ethyl 5-(2,4-dichlorophenyl)-7-methyl-5,8-dihydroimidazo[1,2-a]pyrimidine-2,6-dicarboxylate (191 mg, 0.42 mmol) in acetone (5 mL) was added KMnO4 (66 mg, 0.42 mmol). After 1 h, the reaction was filtered through celite and concentrated under reduced pressure. The resulting residue was diluted with CH2Cl2 and extracted with H2O (2×). The organic layer was dried over MgSO4, concentrated under reduced pressure and recrystallized from EtOAc to obtain 6-tert-but... Starting materials: Cl (hydrochloric acid), FC1=CC=C(C=C1)[C@@H]1COC2=CC(=CC=C2[C@@H]1C1=CC=C(C=C1)OCCN1CCCC1)OC ((±)-cis-3-(4-fluorophenyl)-7-methoxy-4-(4-(2-pyrrolidinoethoxy)phenyl) -chromane), Cl.N1=CC=CC=C1 (pyridine hydrochloride), [OH-].[Na+] (sodium hydroxide). Run in O (water), C(C)O (ethanol), ClCCl (dichloromethane). Reaction conditions: temperature 152.5 celsius. Product: OC1=CC=C2[C@@H]([C@@H](COC2=C1)C1=CC=C(C=C1)F)C1=CC=C(C=C1)OCCN1CCCC1 ((±)-cis-7-Hydroxy-3-(4-fluorophenyl)-4-(4-(2-pyrrolidinoethoxy)phenyl)chromane). Reaction SMILES: [F:1][C:2]1[CH:7]=[CH:6][C:5]([C@H:8]2[C@@H:17]([C:18]3[CH:23]=[CH:22][C:21]([O:24][CH2:25][CH2:26][N:27]4[CH2:31][CH2:30][CH2:29][CH2:28]4)=[CH:20][CH:19]=3)[C:16]3[C:11](=[CH:12][C:13]([O:32]C)=[CH:14][CH:15]=3)[O:10][CH2:9]2)=[CH:4][CH:3]=1.Cl.N1C=CC=CC=1.[OH-].[Na+].Cl>O.C(O)C.ClCCl>[OH:32][C:13]1[CH:12]=[C:11]2[C:16]([C@H:17]([C:18]3[CH:23]=[CH:22][C:21]([O:24][CH2:25][CH2:26][N:27]4[CH2:28][CH2:29][CH2:30][CH2:31]4)=[CH:20][CH:19]=3)[C@H:8]([C:5]3[CH:4]=[CH:3][C:2]([F:1])=[CH:7][CH:6]=3)[CH2:9][O:10]2)=[CH:15][CH:14]=1 |f:1.2,3.4|. Procedure details: A mixture of (±)-cis-3-(4-fluorophenyl)-7-methoxy-4-(4-(2-pyrrolidinoethoxy)phenyl) -chromane (0.90 g, 2.01 mmol) and anhydrous pyridine hydrochloride (11.60 g, 100 mmol) was heated to 150-155° C. as a melt for 18 hours. The mixture was cooled to room temperature, and the resulting orange coloured wax dissolved in a mixture of water (100 ml), hot ethanol (20 ml) and dichloromethane (150 ml). The aqueous layer was basified to pH 14 by adding 10M sodium hydroxide, then 1M hydrochloric acid was add... Reactants: NCCCCCC(=O)O (6-aminohexanoic acid), C(C)OCC (ethyl ether), C(C1=CC=CC=C1)OC(=O)Cl (benzyloxycarbonyl chloride). The solvent is [OH-].[Na+] (sodium hydroxide), [OH-].[Na+] (sodium hydroxide). Conditions: time 2 hour. Product: C(C1=CC=CC=C1)OC(=O)NCCCCCC(=O)O (6-benzyloxycarbonylaminohexanoic acid). The yield is 92.0%. Reaction SMILES: [NH2:1][CH2:2][CH2:3][CH2:4][CH2:5][CH2:6][C:7]([OH:9])=[O:8].C(OCC)C.[CH2:15]([O:22][C:23](Cl)=[O:24])[C:16]1[CH:21]=[CH:20][CH:19]=[CH:18][CH:17]=1>[OH-].[Na+]>[CH2:15]([O:22][C:23]([NH:1][CH2:2][CH2:3][CH2:4][CH2:5][CH2:6][C:7]([OH:9])=[O:8])=[O:24])[C:16]1[CH:21]=[CH:20][CH:19]=[CH:18][CH:17]=1 |f:3.4|. Procedure details: To a solution of 6.56 g (50 mmoles) of 6-aminohexanoic acid in 25 ml of 2N aqueous sodium hydroxide solution was added 5 ml of ethyl ether. To the mixture, while being cooled in ice and stirred, were added dropwise over a period of 30 minutes 10 ml of benzyloxycarbonyl chloride and 37.5 ml of 2N aqueous sodium hydroxide solution. After the addition, the temperature was brought back to room temperature and the stirring was continued for 2 hours. The reaction mixture was washed twice with 20 ml of... The product is NC1=C2N=C(N=C2N=C(N1)SC)C=1OC=CC1 (6-Amino-8-(2-furyl)-2-methylthio-1H-purine). Reaction SMILES: [NH2:1][C:2]1[C:7]([N:8]=O)=[C:6]([NH2:10])[N:5]=[C:4]([S:11][CH3:12])[N:3]=1.NC1C(N=O)=C(N)N=C(NCCC2C=CC=CC=2)N=1.NC1C(N=O)=C(N)N=C(NCCC2[CH:50]=[CH:49][C:48]([O:51][CH3:52])=[C:47](OC)C=2)N=1.NC1C(N=O)=C(N)N=C(NCCC2C=CC(OC)=CC=2)N=1.C1(CCNC2N=C(N)C(N)=C(N)N=2)C=CC=CC=1.COC1C=C(CCNC2N=C(N)C(N)=C(N)N=2)C=CC=1OC.CC1C=CC(CCNC2N=C(N)C(N)=C(N)N=2)=CC=1>>[NH2:1][C:2]1[NH:3][C:4]([S:11][CH3:12])=[N:5][C:6]2[C:7]=1[N:8]=[C:47]([C:48]1[O:51][CH:52]=[CH:50][CH:49]=1)[N:10]=2. Reactants: C1(=CC=CC=C1)CCNC1=NC(=C(C(=N1)N)N)N (2-(2-phenylethyl)amino-4,5,6-triaminopyrimidine), NC1=NC(=NC(=C1N=O)N)SC (4,6-diamino-2-methylthio-5-nitrosopyrimidine), NC1=NC(=NC(=C1N=O)N)NCCC1=CC=C(C=C1)OC (4,6-diamino-2-[2-(4-methoxyphenyl)ethyl]amino-5-nitrosopyrimidine), CC1=CC=C(C=C1)CCNC1=NC(=C(C(=N1)N)N)N (2-[2-(4-methylphenyl)ethyl]amino-4,5,6-triaminopyrimidine), NC1=NC(=NC(=C1N=O)N)NCCC1=CC=CC=C1 (4,6-diamino-2-(2-phenylethyl)amino-5-nitrosopyrimidine), NC1=NC(=NC(=C1N=O)N)NCCC1=CC(=C(C=C1)OC)OC (4,6-diamino-2-[2-(3,4-dimethyoxyphenyl)ethyl]amino-5-nitrosopyrimidine), COC=1C=C(C=CC1OC)CCNC1=NC(=C(C(=N1)N)N)N (2-[2-(3,4-dimethoxyphenyl)ethyl]amino-4,5,6-triaminopyrimidine). Procedure details: The starting materials for Examples 10, 11, 12 were prepared as described in Example 5 starting from 4,6-diamino-2-methylthio-5-nitrosopyrimidine. 4,6-diamino-2-(2-phenylethyl)amino-5-nitrosopyrimidine; m/e [M+H]30 259; 4,6-diamino-2-[2-(3,4-dimethyoxyphenyl)ethyl]amino-5-nitrosopyrimidine m/e [M+H]+ 319; 4,6-diamino-2-[2-(4-methoxyphenyl)ethyl]amino-5-nitrosopyrimidine; 2-(2-phenylethyl)amino-4,5,6-triaminopyrimidine; m/e [M+H]+ 245; 2-[2-(3,4-dimethoxyphenyl)ethyl]amino-4,5,6-triaminopyrimidin... Starting materials: ice, N1[C@@H](CCC1=O)C(=O)O (pyroglutamic acid), C(CCCCCCCCC)O (n-decanol), C1(CCCCC1)N=C=NC1CCCCC1 (dicyclohexylcarbodiimide). The reagents and catalysts are CN(C1=CC=NC=C1)C (4-dimethylaminopyridine). The solvent is ClCCl (dichloromethane). Conditions: time 2 hour. Yields the product N1[C@@H](CCC1=O)C(=O)OCCCCCCCCCC (Decyl Pyroglutamate). As a reaction SMILES: [NH:1]1[C:5](=[O:6])[CH2:4][CH2:3][C@H:2]1[C:7]([OH:9])=[O:8].[CH2:10](O)[CH2:11][CH2:12][CH2:13][CH2:14][CH2:15][CH2:16][CH2:17][CH2:18][CH3:19].C1(N=C=NC2CCCCC2)CCCCC1>ClCCl.CN(C)C1C=CN=CC=1>[NH:1]1[C:5](=[O:6])[CH2:4][CH2:3][C@H:2]1[C:7]([O:9][CH2:10][CH2:11][CH2:12][CH2:13][CH2:14][CH2:15][CH2:16][CH2:17][CH2:18][CH3:19])=[O:8]. Procedure: To an ice cold suspension of pyroglutamic acid (1.3 g) and n-decanol (1.6 g) in dichloromethane (50 ml), dicyclohexylcarbodiimide (2.1 g) and 4-dimethylaminopyridine (0.1 g) were added. After stirring at ice bath temperature for 2 hours, the cooling bath was removed and the mixture was stirred at room temperature overnight. The dichloromethane was evaporated off. The residue was taken in ether and filtered. The filtrate was washed with 1N HCl, water, aqueous bicarbonate and water. It was then dr... Reactants: COC(=O)C12CC3CC(CC(C(=O)NC(CC4CCC(OC(=O)N(C)C)CC4)C(=O)OC(C)(C)C)(C3)C1)C2, O=CO. Yields the product COC(=O)C12CC3CC(CC(C(=O)NC(CC4CCC(OC(=O)N(C)C)CC4)C(=O)O)(C3)C1)C2. RXN SMILES: [CH3:1][O:2][C:3](=[O:4])[C:5]12[CH2:6][C:7]3([C:15](=[O:16])[NH:17][CH:18]([C:19](=[O:20])[O:21][C:22]([CH3:23])([CH3:24])[CH3:25])[CH2:26][CH:27]4[CH2:28][CH2:29][CH:30]([O:33][C:34](=[O:35])[N:36]([CH3:37])[CH3:38])[CH2:31][CH2:32]4)[CH2:8][CH:9]([CH2:10][CH:11]([CH2:12]1)[CH2:13]3)[CH2:14]2.[CH:39]([OH:40])=[O:41]>>[CH3:1][O:2][C:3](=[O:4])[C:5]12[CH2:6][C:7]3([C:15](=[O:16])[NH:17][CH:18]([C:19](=[O:20])[OH:21])[CH2:26][CH:27]4[CH2:28][CH2:29][CH:30]([O:33][C:34](=[O:35])[N:36]([CH3:37])[CH3:38])[CH2:31][CH2:32]4)[CH2:8][CH:9]([CH2:10][CH:11]([CH2:12]1)[CH2:13]3)[CH2:14]2. The reactants are O=C(O)c1ccc(N2CCN(C(=O)c3ccccc3C(F)(F)F)CC2)nn1, NCCc1cccs1. The product is O=C(NCCc1cccs1)c1ccc(N2CCN(C(=O)c3ccccc3C(F)(F)F)CC2)nn1. As a reaction SMILES: [F:9][C:10]([c:11]1[c:12]([C:13](=[O:14])[N:15]2[CH2:16][CH2:17][N:18]([c:21]3[cH:22][cH:23][c:24]([C:27](=[O:28])[OH:29])[n:25][n:26]3)[CH2:19][CH2:20]2)[cH:30][cH:31][cH:32][cH:33]1)([F:34])[F:35].[s:1]1[c:2]([CH2:6][CH2:7][NH2:8])[cH:3][cH:4][cH:5]1>>[s:1]1[c:2]([CH2:6][CH2:7][NH:8][C:27]([c:24]2[cH:23][cH:22][c:21]([N:18]3[CH2:17][CH2:16][N:15]([C:13]([c:12]4[c:11]([C:10]([F:9])([F:34])[F:35])[cH:33][cH:32][cH:31][cH:30]4)=[O:14])[CH2:20][CH2:19]3)[n:26][n:25]2)=[O:28])[cH:3][cH:4][cH:5]1. The reactants are OC1=C(C=C(C=C1)C(=O)C=1C2=C(SC1C1=CC=C(C=C1)OCCN1CCCC1)C=C(C=C2)OCC2=CC=CC=C2)OC (6-benzyloxy-2-[4-[2-(1-pyrrolidinyl)ethoxy]phenyl]benzo[b]thiophen-3-yl 4-hydroxy-3-methoxyphenyl ketone), N1(CCCCC1)[C@H]1[C@@H](CCCC1)O ((±)-trans-2-(1-piperidyl)cyclohexanol). The product is COC=1C=C(C=CC1O[C@H]1[C@@H](CCCC1)N1CCCCC1)C(=O)C=1C2=C(SC1C1=CC=C(C=C1)OCCN1CCCC1)C=C(C=C2)OCC2=CC=CC=C2 ((±)-6-Benzyloxy-2-[4-[2-(1-pyrrolidinyl)ethoxy]phenyl]benzo[b]thiophen-3-yl 3-Methoxy-4-[[trans-2-(1-piperidyl)cyclohexyl]oxy]phenyl Ketone). The yield is 72.0%. As a reaction SMILES: [OH:1][C:2]1[CH:7]=[CH:6][C:5]([C:8]([C:10]2[C:11]3[CH:32]=[CH:31][C:30]([O:33][CH2:34][C:35]4[CH:40]=[CH:39][CH:38]=[CH:37][CH:36]=4)=[CH:29][C:12]=3[S:13][C:14]=2[C:15]2[CH:20]=[CH:19][C:18]([O:21][CH2:22][CH2:23][N:24]3[CH2:28][CH2:27][CH2:26][CH2:25]3)=[CH:17][CH:16]=2)=[O:9])=[CH:4][C:3]=1[O:41][CH3:42].[N:43]1([C@@H:49]2[CH2:54][CH2:53][CH2:52][CH2:51][C@H:50]2O)[CH2:48][CH2:47][CH2:46][CH2:45][CH2:44]1>>[CH3:42][O:41][C:3]1[CH:4]=[C:5]([C:8]([C:10]2[C:11]3[CH:32]=[CH:31][C:30]([O:33][CH2:34][C:35]4[CH:36]=[CH:37][CH:38]=[CH:39][CH:40]=4)=[CH:29][C:12]=3[S:13][C:14]=2[C:15]2[CH:16]=[CH:17][C:18]([O:21][CH2:22][CH2:23][N:24]3[CH2:25][CH2:26][CH2:27][CH2:28]3)=[CH:19][CH:20]=2)=[O:9])[CH:6]=[CH:7][C:2]=1[O:1][C@@H:50]1[CH2:51][CH2:52][CH2:53][CH2:54][C@H:49]1[N:43]1[CH2:48][CH2:47][CH2:46][CH2:45][CH2:44]1. Procedure details: The title compound was prepared in 72% yield by essentially following the procedures outlined in Example 20, Part B, from 6-benzyloxy-2-[4-[2-(1-pyrrolidinyl)ethoxy]phenyl]benzo[b]thiophen-3-yl 4-hydroxy-3-methoxyphenyl ketone (Example 81, Part F) and (±)-trans-2-(1-piperidyl)cyclohexanol (Example 20, Part A). Starting materials: [OH-].[Na+] (NaOH), C1(=CC=C(C=C1)C(C(=O)OCC)(C)O)C1=CC=CC=C1 (ethyl 2-[(1,1'-biphenyl)-4-yl]-2-hydroxypropionate). The solvent is C(C)O (ethanol). Run at time 3 hour. Yields the product C1(=CC=C(C=C1)C(C(=O)O)(C)O)C1=CC=CC=C1 (racemic 2-[(1,1'-biphenyl)-4-yl]-2-hydroxypropionic acid). Isolated yield 72.0%. Reaction SMILES: [C:1]1([C:15]2[CH:20]=[CH:19][CH:18]=[CH:17][CH:16]=2)[CH:6]=[CH:5][C:4]([C:7]([OH:14])([CH3:13])[C:8]([O:10]CC)=[O:9])=[CH:3][CH:2]=1.[OH-].[Na+]>C(O)C>[C:1]1([C:15]2[CH:16]=[CH:17][CH:18]=[CH:19][CH:20]=2)[CH:6]=[CH:5][C:4]([C:7]([OH:14])([CH3:13])[C:8]([OH:10])=[O:9])=[CH:3][CH:2]=1 |f:1.2|. Procedure: The crude ethyl 2-[(1,1'-biphenyl)-4-yl]-2-hydroxypropionate was saponified by treating with 100 mL of ethanol and 100 mL of 4.0M NaOH solution. The suspension was stirred for 3 hours, after which a clear solution formed The solution was concentrated, diluted with 150 mL of H2O, washed with 2×50 mL of ether, and acidified to pH 1 with 10% HCl solution. The aqueous phase was extracted with 3×100 mL portions of ether and the combined ether extracts were washed with 50 mL of H2O, 50 mL of brine, dr...